From a dataset of the Open Reaction Database (ORD), a public repository of structured organic reaction records. describe an organic reaction: reactants, conditions, products, and yield The reactants are CC(=O)OO, CCOC(C)=O, CC1=CCC(CO)CC1. Yields the product CC12CCC(CO)CC1O2. As a reaction SMILES: [C:10]([O:11][OH:13])(=[O:12])[CH3:14].[CH3:15][CH2:16][O:17][C:18](=[O:19])[CH3:20].[CH3:1][C:2]1=[CH:3][CH2:4][CH:5]([CH2:8][OH:9])[CH2:6][CH2:7]1>>[CH3:1][C:2]12[CH2:3][CH2:4][CH:5]([CH2:8][OH:9])[CH2:6][CH:7]1[O:12]2. The reactants are BrCC1CCCO1, CN(C)C=O, CC(C)=O, Cl, Nc1nc(N)c2c(ccc3[nH]ccc32)n1. Product: Nc1nc(N)c2c(ccc3c2ccn3CC2CCCO2)n1. Reaction SMILES: [CH2:21]([CH:22]1[CH2:23][CH2:24][CH2:25][O:26]1)[Br:27].[CH3:16][N:17]([CH3:18])[CH:19]=[O:20].[CH3:29][C:30](=[O:31])[CH3:32].[ClH:28].[c:1]1([NH2:15])[n:2][c:3]([NH2:14])[n:4][c:5]2[cH:6][cH:7][c:8]3[c:9]([c:10]12)[cH:11][cH:12][nH:13]3>>[c:1]1([NH2:15])[n:2][c:3]([NH2:14])[n:4][c:5]2[cH:6][cH:7][c:8]3[c:9]([c:10]12)[cH:11][cH:12][n:13]3[CH2:21][CH:22]1[CH2:23][CH2:24][CH2:25][O:26]1. The reactants are COC(=O)Cc1ccccc1F, O=C(c1ccccc1Cl)c1ncc(Cl)nc1Cl, [H-], [Na+], CN(C)C=O. The product is COC(=O)C(c1cnc(C(=O)c2ccccc2Cl)c(Cl)n1)c1ccccc1F. As a reaction SMILES: [CH3:20][O:21][C:22]([CH2:23][c:24]1[c:25]([F:30])[cH:26][cH:27][cH:28][cH:29]1)=[O:31].[Cl:3][c:4]1[c:5]([C:10](=[O:11])[c:12]2[n:13][cH:14][c:15]([Cl:19])[n:16][c:17]2[Cl:18])[cH:6][cH:7][cH:8][cH:9]1.[H-:1].[Na+:2].[O:32]=[CH:33][N:34]([CH3:35])[CH3:36]>>[Cl:3][c:4]1[c:5]([C:10](=[O:11])[c:12]2[n:13][cH:14][c:15]([CH:23]([C:22]([O:21][CH3:20])=[O:31])[c:24]3[c:25]([F:30])[cH:26][cH:27][cH:28][cH:29]3)[n:16][c:17]2[Cl:18])[cH:6][cH:7][cH:8][cH:9]1. Reactants: CCCCCCCCCCCC1CNc2cc(C(=O)OC)ccc21, CCO, [K+], [OH-], O. The product is CCCCCCCCCCCC1CNc2cc(C(=O)O)ccc21. RXN SMILES: [CH2:1]([CH2:2][CH2:3][CH2:4][CH2:5][CH2:6][CH2:7][CH2:8][CH2:9][CH2:10][CH3:11])[CH:12]1[CH2:13][NH:14][c:15]2[cH:16][c:17]([C:21](=[O:22])[O:23][CH3:24])[cH:18][cH:19][c:20]21.[CH3:27][CH2:28][OH:29].[K+:26].[OH-:25].[OH2:30]>>[CH2:1]([CH2:2][CH2:3][CH2:4][CH2:5][CH2:6][CH2:7][CH2:8][CH2:9][CH2:10][CH3:11])[CH:12]1[CH2:13][NH:14][c:15]2[cH:16][c:17]([C:21](=[O:22])[OH:23])[cH:18][cH:19][c:20]21. The product is Cc1c(Cl)ccnc1Cl. RXN SMILES: [C:16]([OH:17])(=[O:18])[CH3:19].[CH2:1]([Li:2])[CH2:3][CH2:4][CH3:5].[CH2:20]1[O:21][CH2:22][CH2:23][CH2:24]1.[CH3:14][I:15].[CH3:25][CH2:26][O:27][CH2:28][CH3:29].[Cl:6][c:7]1[n:8][cH:9][cH:10][c:11]([Cl:13])[cH:12]1>>[CH3:1][c:12]1[c:7]([Cl:6])[n:8][cH:9][cH:10][c:11]1[Cl:13]. Starting materials: CC(=O)O, [Li]CCCC, C1CCOC1, CI, CCOCC, Clc1ccnc(Cl)c1. Reactants: ClC1=CC=NC=2N(C3=C(C21)C=C(N=C3)C#N)COCC[Si](C)(C)C (4-chloro-9-(2-trimethylsilanyl-ethoxymethyl)-9H-dipyrido[2,3-b;4′,3′-d]pyrrole-6-carbonitrile), N1C[C@H](CC1)NC(OC(C)(C)C)=O ((S)-tert-butyl pyrrolidin-3-ylcarbamate). Run in CN(C(C)=O)C (N,N-dimethylacetamide), C(C)(=O)OCC (ethyl acetate). Reaction conditions: temperature 100 celsius. The product is C(#N)C1=CC=2C3=C(N(C2C=N1)COCC[Si](C)(C)C)N=CC=C3N3C[C@H](CC3)NC(OC(C)(C)C)=O ((S)-tert-butyl 1-(6-cyano-9-((2-(trimethylsilyl)ethoxy)methyl)-9H-dipyrido[2,3-b;4′,3′-d]pyrrol-4-yl)pyrrolidin-3-ylcarbamate). Reaction SMILES: Cl[C:2]1[C:10]2[C:9]3[CH:11]=[C:12]([C:15]#[N:16])[N:13]=[CH:14][C:8]=3[N:7]([CH2:17][O:18][CH2:19][CH2:20][Si:21]([CH3:24])([CH3:23])[CH3:22])[C:6]=2[N:5]=[CH:4][CH:3]=1.[NH:25]1[CH2:29][CH2:28][C@H:27]([NH:30][C:31](=[O:37])[O:32][C:33]([CH3:36])([CH3:35])[CH3:34])[CH2:26]1>CN(C)C(=O)C.C(OCC)(=O)C>[C:15]([C:12]1[N:13]=[CH:14][C:8]2[N:7]([CH2:17][O:18][CH2:19][CH2:20][Si:21]([CH3:24])([CH3:23])[CH3:22])[C:6]3[N:5]=[CH:4][CH:3]=[C:2]([N:25]4[CH2:29][CH2:28][C@H:27]([NH:30][C:31](=[O:37])[O:32][C:33]([CH3:35])([CH3:34])[CH3:36])[CH2:26]4)[C:10]=3[C:9]=2[CH:11]=1)#[N:16]. Procedure: A mixture of 4-chloro-9-(2-trimethylsilanyl-ethoxymethyl)-9H-dipyrido[2,3-b;4′,3′-d]pyrrole-6-carbonitrile (590 mg, 1.6 mmol) and (S)-tert-butyl pyrrolidin-3-ylcarbamate (918 mg, 4.9 mmol) in N,N-dimethylacetamide (7.6 mL) was heated at 100° C. for 2 hours. The cooled reaction mixture was diluted with ethyl acetate (100 mL) and washed with water (40 mL). The organic layer was separated, dried over sodium sulfate, filtered, concentrated in vacuo, and purified by flash chromatography (silica, 12 g... Starting materials: CC1=CC=C([O-])C=C1.[Na+] (sodium 4-methyl phenoxide), Na, CC1=CC=C(C=C1)O (4-methylphenol), BrC(C(C(C1=CC=C(C=C1)Br)=O)Br)C(C1=CC=C(C=C1)Br)=O (1,2-dibromo-1,2-di(4-bromobenzoyl) ethane). Procedure: To a solution of 1,2-dibromo-1,2-di(4-bromobenzoyl) ethane (11.1 g, 0.02 mole) in 35 ml of THF was added a suspension of sodium 4-methyl phenoxide [prepared from 0.92 g (0.04 mole) Na and 4.32 g (0.04 mole) 4-methylphenol in 30 ml THF by refluxing for 4-5 hr]. The yellow mixture was refluxed for 2-3 hr (TLC followed) after which the THF was removed under reduced pressure. The residue was treated with water, and the solid was filtered, washed with water, dried (Na2SO4), and dissolved in chlorofor... The product is C1(=CC=C(C=C1)OC(=CC(C1=CC=C(C=C1)Br)=O)C(C1=CC=C(C=C1)Br)=O)C (1-(4-tolyloxyl)-1,2-bis(4-bromobenzoyl)ethylene). Solvent: C1CCOC1 (THF), C1CCOC1 (THF). Reaction SMILES: Br[CH:2]([C:14](=[O:22])[C:15]1[CH:20]=[CH:19][C:18]([Br:21])=[CH:17][CH:16]=1)[CH:3](Br)[C:4](=[O:12])[C:5]1[CH:10]=[CH:9][C:8]([Br:11])=[CH:7][CH:6]=1.[CH3:23][C:24]1[CH:30]=[CH:29][C:27]([O-:28])=[CH:26][CH:25]=1.[Na+].CC1C=CC(O)=CC=1>C1COCC1>[C:24]1([CH3:23])[CH:30]=[CH:29][C:27]([O:28][C:2]([C:14](=[O:22])[C:15]2[CH:20]=[CH:19][C:18]([Br:21])=[CH:17][CH:16]=2)=[CH:3][C:4](=[O:12])[C:5]2[CH:10]=[CH:9][C:8]([Br:11])=[CH:7][CH:6]=2)=[CH:26][CH:25]=1 |f:1.2|. The reactants are O (water), CC(C(=O)O)OC1=C2C=CNC2=CC=C1 (2-methylindol-4-yloxyacetic acid), C([O-])([O-])=O.[K+].[K+] (potassium carbonate), C(C=C)Br (allyl bromide). Run in C(C)(=O)OCC (ethyl acetate), CN(C=O)C (N,N-dimethylformamide). Run at temperature 80 celsius, time 2 hour. The product is C(C=C)OC(C(C)OC1=C2C=CNC2=CC=C1)=O (2-Methylindol-4-yloxyacetic acid allyl ester). Reaction SMILES: [CH3:1][CH:2]([O:6][C:7]1[CH:15]=[CH:14][CH:13]=[C:12]2[C:8]=1[CH:9]=[CH:10][NH:11]2)[C:3]([OH:5])=[O:4].C(=O)([O-])[O-].[K+].[K+].[CH2:22](Br)[CH:23]=[CH2:24].O>CN(C)C=O.C(OCC)(=O)C>[CH2:24]([O:4][C:3](=[O:5])[CH:2]([O:6][C:7]1[CH:15]=[CH:14][CH:13]=[C:12]2[C:8]=1[CH:9]=[CH:10][NH:11]2)[CH3:1])[CH:23]=[CH2:22] |f:1.2.3|. Procedure details: To a solution of 2-methylindol-4-yloxyacetic acid (2 g) in N,N-dimethylformamide (20 ml) was added anhydrous potassium carbonate (2.02 g) and allyl bromide (1.27 ml), and the mixture was stirred at 80° C. for 2 hours. To the reaction mixture was added water and ethyl acetate, then separated. The aqueous layer was extracted with ethyl acetate. The combined organic layer was washed with water and a saturated aqueous solution of sodium chloride, successively, dried and concentrated under reduced pr...